This data is from the Open Reaction Database (ORD), a public repository of structured organic reaction records. The task is: describe an organic reaction: reactants, conditions, products, and yield Starting materials: Cl.C1(=CC=CC=2CCCCC12)OC1CNCC1 (3-[(5,6,7,8-Tetrahydro-1-naphthalenyl)oxy]-pyrrolidine hydrochloride), C1(=CC=CC=2CCCCC12)OC1CN(CC1)CC1=CC=CC=C1 (3-[(5,6,7,8-tetrahydro-1-naphthalenyl)oxy]-1-(phenylmethyl)-pyrrolidine). The product is Cl.COC=1C(=C2CCCC2=CC1)O[C@@H]1CNCC1 ((S)-(+)-3-[(2,3-Dihydro-5-methoxy-1H-inden-4-yl)oxy]-pyrrolidine hydrochloride). RXN SMILES: [ClH:1].[C:2]1([O:12][CH:13]2[CH2:17][CH2:16][NH:15][CH2:14]2)[C:11]2[CH2:10][CH2:9][CH2:8]C[C:6]=2[CH:5]=[CH:4][CH:3]=1.[C:18]1([O:28]C2CCN(CC3C=CC=CC=3)C2)C2CCCCC=2C=CC=1>>[ClH:1].[CH3:18][O:28][C:3]1[C:2]([O:12][C@H:13]2[CH2:17][CH2:16][NH:15][CH2:14]2)=[C:11]2[C:6](=[CH:5][CH:4]=1)[CH2:8][CH2:9][CH2:10]2 |f:0.1,3.4|. Procedure details: 3-[(5,6,7,8-Tetrahydro-1-naphthalenyl)oxy]-pyrrolidine hydrochloride m.p. 207° C., starting from 3-[(5,6,7,8-tetrahydro-1-naphthalenyl)oxy]-1-(phenylmethyl)-pyrrolidine Reactants: C1(=CC=CC=C1)C(OC(C#C)CCCCCC)(C1=CC=CC=C1)C1=CC=CC=C1 (3-triphenylmethoxy-1-nonyne), C(C)(C(C)C)BC(C)C(C)C (disiamylborane), BrBr (bromine). Yields the product Br\C=C\C(CCCCCC)OC(C1=CC=CC=C1)(C1=CC=CC=C1)C1=CC=CC=C1 (1-bromo-3-triphenylmethoxy-trans-1-nonene). As a reaction SMILES: [C:1]1([C:7]([C:24]2[CH:29]=[CH:28][CH:27]=[CH:26][CH:25]=2)([C:18]2[CH:23]=[CH:22][CH:21]=[CH:20][CH:19]=2)[O:8][CH:9]([CH2:12][CH2:13][CH2:14][CH2:15][CH2:16][CH3:17])[C:10]#[CH:11])[CH:6]=[CH:5][CH:4]=[CH:3][CH:2]=1.C(BC(C(C)C)C)(C(C)C)C.[Br:41]Br>>[Br:41]/[CH:11]=[CH:10]/[CH:9]([O:8][C:7]([C:1]1[CH:2]=[CH:3][CH:4]=[CH:5][CH:6]=1)([C:18]1[CH:19]=[CH:20][CH:21]=[CH:22][CH:23]=1)[C:24]1[CH:25]=[CH:26][CH:27]=[CH:28][CH:29]=1)[CH2:12][CH2:13][CH2:14][CH2:15][CH2:16][CH3:17]. Procedure details: Treatment of 3-triphenylmethoxy-1-nonyne (Example 128) with disiamylborane and the bromine by the procedure described in Example 1173 is productive of the title compound. The reactants are NCC(CO)O (3-amino-propane-1,2-diol), COC(=O)C1=NN(C=C1NC(=O)C1=NC(=CC=C1NC=1C=NC=NC1)C1CC1)C (4-{[6-cyclopropyl-3-(pyrimidin-5-ylamino)-pyridine-2-carbonyl]-amino}-1-methyl-1H-pyrazole-3-carboxylic acid methyl ester). The product is OC(CNC(=O)C1=NN(C=C1NC(=O)C1=NC(=CC=C1NC=1C=NC=NC1)C1CC1)C)CO (6-Cyclopropyl-3-(pyrimidin-5-ylamino)-pyridine-2-carboxylic acid [3-(2,3-dihydroxy-propylcarbamoyl)-1-methyl-1H-pyrazol-4-yl]-amide). Yield: 15.0%. Reaction SMILES: [NH2:1][CH2:2][CH:3]([OH:6])[CH2:4][OH:5].C[O:8][C:9]([C:11]1[C:15]([NH:16][C:17]([C:19]2[C:24]([NH:25][C:26]3[CH:27]=[N:28][CH:29]=[N:30][CH:31]=3)=[CH:23][CH:22]=[C:21]([CH:32]3[CH2:34][CH2:33]3)[N:20]=2)=[O:18])=[CH:14][N:13]([CH3:35])[N:12]=1)=O>>[OH:6][CH:3]([CH2:4][OH:5])[CH2:2][NH:1][C:9]([C:11]1[C:15]([NH:16][C:17]([C:19]2[C:24]([NH:25][C:26]3[CH:27]=[N:28][CH:29]=[N:30][CH:31]=3)=[CH:23][CH:22]=[C:21]([CH:32]3[CH2:34][CH2:33]3)[N:20]=2)=[O:18])=[CH:14][N:13]([CH3:35])[N:12]=1)=[O:8]. Procedure details: According to the general method described in step 5 of example 27, reaction of 3-amino-propane-1,2-diol with 4-{[6-cyclopropyl-3-(pyrimidin-5-ylamino)-pyridine-2-carbonyl]-amino}-1-methyl-1H-pyrazole-3-carboxylic acid methyl ester provided the title compound (15%) as sticky solid. The reactants are ClCCl (dichloromethane), [H][H] (hydrogen), C(#C)C=1C(=NC(=CC1)C1=C(C(=C(C=C1)OC)C1C=2C(CC(CC2OC=2CC(CC(C12)=O)(C)C)(C)C)=O)C)C(=O)O (3-Ethynyl-6-[4-methoxy-2-methyl-3-(3,3,6,6-tetramethyl-1,8-dioxo-2,3,4,5,6,7,8,9-octahydro-1H-xanthen-9-yl)phenyl]pyridine-2-carboxylic acid). The reagents and catalysts are [C].[Pd] (palladium carbon). Solvent: CO (methanol). The product is C(C)C=1C(=NC(=CC1)C1=C(C(=C(C=C1)OC)C1C=2C(CC(CC2OC=2CC(CC(C12)=O)(C)C)(C)C)=O)C)C(=O)O (3-Ethyl-6-[4-methoxy-2-methyl-3-(3,3,6,6-tetramethyl-1,8-dioxo-2,3,4,5,6,7,8,9-octahydro-1H-xanthen-9-yl)phenyl]pyridine-2-carboxylic acid). Isolated yield 36.1%. RXN SMILES: [C:1]([C:3]1[C:4]([C:38]([OH:40])=[O:39])=[N:5][C:6]([C:9]2[CH:14]=[CH:13][C:12]([O:15][CH3:16])=[C:11]([CH:17]3[C:30]4[C:29](=[O:31])[CH2:28][C:27]([CH3:33])([CH3:32])[CH2:26][C:25]=4[O:24][C:23]4[CH2:22][C:21]([CH3:35])([CH3:34])[CH2:20][C:19](=[O:36])[C:18]3=4)[C:10]=2[CH3:37])=[CH:7][CH:8]=1)#[CH:2].[H][H].ClCCl>CO.[C].[Pd]>[CH2:1]([C:3]1[C:4]([C:38]([OH:40])=[O:39])=[N:5][C:6]([C:9]2[CH:14]=[CH:13][C:12]([O:15][CH3:16])=[C:11]([CH:17]3[C:30]4[C:29](=[O:31])[CH2:28][C:27]([CH3:32])([CH3:33])[CH2:26][C:25]=4[O:24][C:23]4[CH2:22][C:21]([CH3:34])([CH3:35])[CH2:20][C:19](=[O:36])[C:18]3=4)[C:10]=2[CH3:37])=[CH:7][CH:8]=1)[CH3:2] |f:4.5|. Reported procedure: A suspension of the 3-ethynyl-6-[4-methoxy-2-methyl-3-(3,3,6,6-tetramethyl-1,8-dioxo-2,3,4,5,6,7,8,9-octahydro-1H-xanthen-9-yl)phenyl]pyridine-2-carboxylic acid produced in Example 12-3 (100 mg, 0.19 mmol) and 10% palladium carbon (wet) (100 mg) in methanol (2 ml) was prepared at room temperature, and the suspension thus prepared was then stirred at the same temperature as above under a hydrogen atmosphere for 2.5 hours. Thereafter, a solid was removed from the reaction solution by filtration, a... The reactants are CC1=CC2=C(CN(CCC2OC2=CC=CC3=CC=CC=C23)C)O1 (2,7-dimethyl-4-(naphthalen-1-yloxy)-5,6,7,8-tetrahydro-4H-furo[2,3-c]azepine), C([C@@H](O)[C@H](O)C(=O)O)(=O)O (D-tartaric acid). Run in CO (methanol). Conditions: time 1 hour. Yields the product C(=O)(O)[C@@H](O)[C@H](O)C(=O)O.CC1=CC2=C(CN(CCC2OC2=CC=CC3=CC=CC=C23)C)O1 (2,7-Dimethyl-4-(naphthalen-1-yloxy)-5,6,7,8-tetrahydro-4H-furo[2,3-c]azepine D-tartrate). Reaction SMILES: [CH3:1][C:2]1[O:23][C:5]2[CH2:6][N:7]([CH3:22])[CH2:8][CH2:9][CH:10]([O:11][C:12]3[C:21]4[C:16](=[CH:17][CH:18]=[CH:19][CH:20]=4)[CH:15]=[CH:14][CH:13]=3)[C:4]=2[CH:3]=1.[C:24]([OH:33])(=[O:32])[C@H:25]([C@@H:27]([C:29]([OH:31])=[O:30])[OH:28])[OH:26]>CO>[C:29]([C@H:27]([C@@H:25]([C:24]([OH:33])=[O:32])[OH:26])[OH:28])([OH:31])=[O:30].[CH3:1][C:2]1[O:23][C:5]2[CH2:6][N:7]([CH3:22])[CH2:8][CH2:9][CH:10]([O:11][C:12]3[C:21]4[C:16](=[CH:17][CH:18]=[CH:19][CH:20]=4)[CH:15]=[CH:14][CH:13]=3)[C:4]=2[CH:3]=1 |f:3.4|. Procedure details: The free body of 2,7-dimethyl-4-(naphthalen-1-yloxy)-5,6,7,8-tetrahydro-4H-furo[2,3-c]azepine provided with Example 140 was dissolved in methanol, and then into the resulting methanol solution was added 1 equivalent of D-tartaric acid and was stirred for 1 hour. The mixture was concentrated to give the objective compound.